From a dataset of the Open Reaction Database (ORD), a public repository of structured organic reaction records. describe an organic reaction: reactants, conditions, products, and yield The reactants are CN(C)C=O, Cc1sc(-c2ccccc2)nc1CCl, [H-], [Na+], O, CCOC(=O)CCc1cn(Cc2ccc(O)cc2)cc1-c1ccccc1. Yields the product CCOC(=O)CCc1cn(Cc2ccc(OCc3nc(-c4ccccc4)sc3C)cc2)cc1-c1ccccc1. As a reaction SMILES: [CH3:44][N:45]([CH3:46])[CH:47]=[O:48].[Cl:29][CH2:30][c:31]1[n:32][c:33](-[c:37]2[cH:38][cH:39][cH:40][cH:41][cH:42]2)[s:34][c:35]1[CH3:36].[H-:1].[Na+:2].[OH2:43].[OH:3][c:4]1[cH:5][cH:6][c:7]([CH2:8][n:9]2[cH:10][c:11]([CH2:20][CH2:21][C:22](=[O:23])[O:24][CH2:25][CH3:26])[c:12](-[c:14]3[cH:15][cH:16][cH:17][cH:18][cH:19]3)[cH:13]2)[cH:27][cH:28]1>>[O:3]([c:4]1[cH:5][cH:6][c:7]([CH2:8][n:9]2[cH:10][c:11]([CH2:20][CH2:21][C:22](=[O:23])[O:24][CH2:25][CH3:26])[c:12](-[c:14]3[cH:15][cH:16][cH:17][cH:18][cH:19]3)[cH:13]2)[cH:27][cH:28]1)[CH2:30][c:31]1[n:32][c:33](-[c:37]2[cH:38][cH:39][cH:40][cH:41][cH:42]2)[s:34][c:35]1[CH3:36]. The product is O=C(O)C(CCc1ccccc1)NCC(=O)N1CC2(CC1C(=O)O)SCCS2. RXN SMILES: [C:1](=[O:2])([O:3][CH2:4][CH3:5])[CH:6]([CH2:7][CH2:8][c:9]1[cH:10][cH:11][cH:12][cH:13][cH:14]1)[NH:15][CH2:16][C:17](=[O:18])[N:19]1[CH2:20][C:21]2([S:22][CH2:23][CH2:24][S:25]2)[CH2:26][CH:27]1[C:28](=[O:29])[OH:30].[Na+:32].[OH-:31]>>[C:1](=[O:2])([OH:3])[CH:6]([CH2:7][CH2:8][c:9]1[cH:10][cH:11][cH:12][cH:13][cH:14]1)[NH:15][CH2:16][C:17](=[O:18])[N:19]1[CH2:20][C:21]2([S:22][CH2:23][CH2:24][S:25]2)[CH2:26][CH:27]1[C:28](=[O:29])[OH:30]. The reactants are CCOC(=O)C(CCc1ccccc1)NCC(=O)N1CC2(CC1C(=O)O)SCCS2, [Na+], [OH-]. RXN SMILES: [C:1]([N:8]1[CH2:13][CH2:12][CH:11]([OH:14])[CH2:10][CH2:9]1)([O:3][C:4]([CH3:7])([CH3:6])[CH3:5])=[O:2].Cl[C:16]1[CH:21]=[CH:20][CH:19]=[C:18]([CH3:22])[N:17]=1.C(N1CCC(OC2C=CC=CN=2)CC1)(OC(C)(C)C)=O>>[C:1]([N:8]1[CH2:13][CH2:12][CH:11]([O:14][C:16]2[CH:21]=[CH:20][CH:19]=[C:18]([CH3:22])[N:17]=2)[CH2:10][CH2:9]1)([O:3][C:4]([CH3:7])([CH3:6])[CH3:5])=[O:2]. The reactants are C(=O)(OC(C)(C)C)N1CCC(CC1)O (1-Boc-4-hydroxypiperidine), ClC1=NC(=CC=C1)C (2-chloro-6-methylpyridine), C(=O)(OC(C)(C)C)N1CCC(CC1)OC1=NC=CC=C1 (1-Boc-4-(pyridin-2-yloxy)piperidine). Product: C(=O)(OC(C)(C)C)N1CCC(CC1)OC1=NC(=CC=C1)C (1-Boc-4-(6-Methylpyridin-2-yloxy)piperidine). Procedure details: Prepared from 1-Boc-4-hydroxypiperidine and 2-chloro-6-methylpyridine using methods substantially equivalent to those described for the synthesis of 1-Boc-4-(pyridin-2-yloxy)piperidine. The product was purified by chromatography over silica gel, eluting with a gradient of 0-15% ethyl acetate in hexanes. The reactants are BrC=C1c2ccccc2CCc2ccccc21, COc1cc(B(O)O)ccc1Cl. Product: COc1cc(C=C2c3ccccc3CCc3ccccc32)ccc1Cl. Reaction SMILES: [Br:13][CH:14]=[C:15]1[c:16]2[c:17]([cH:26][cH:27][cH:28][cH:29]2)[CH2:18][CH2:19][c:20]2[c:21]1[cH:22][cH:23][cH:24][cH:25]2.[Cl:1][c:2]1[cH:3][cH:4][c:5]([B:10]([OH:11])[OH:12])[cH:6][c:7]1[O:8][CH3:9]>>[Cl:1][c:2]1[cH:3][cH:4][c:5]([CH:14]=[C:15]2[c:16]3[c:17]([cH:26][cH:27][cH:28][cH:29]3)[CH2:18][CH2:19][c:20]3[c:21]2[cH:22][cH:23][cH:24][cH:25]3)[cH:6][c:7]1[O:8][CH3:9].